This data is from the Open Reaction Database (ORD), a public repository of structured organic reaction records. The task is: describe an organic reaction: reactants, conditions, products, and yield The reactants are C(C)(C)C=1C=CC2=C(N=CN=C2NC=2C=C(C(=O)NC3=CC=C(C=C3)C)C=CC2SC2=CC=C(C=C2)OC)N1 (3-(7-Isopropyl-pyrido[2,3-d]pyrimidin-4-ylamino)-4-(4-methoxy-phenylsulfanyl)-N-p-tolyl-benzamide), FC1=C(C=C(C=C1)NC(C1=CC(=C(C=C1)SC1=CC=C(C=C1)OC)NC=1C2=C(N=CN1)N=CC=C2)=O)C (N-(4-Fluoro-3-methyl-phenyl)-4-(4-methoxy-phenylsulfanyl)-3-(pyrido[2,3-d]pyrimidin-4-ylamino)-benzamide), FC1=C(C=C(C=C1)NC(C1=CC(=C(C=C1)SC1=CC=C(C=C1)OC)NC=1C2=C(N=CN1)N=CC=C2)=O)C (N-(4-Fluoro-3-methyl-phenyl)-4-(4-methoxy-phenylsulfanyl)-3-(pyrido[2,3-d]pyrimidin-4-ylamino)-benzamide). Yields the product FC1=C(C=C(C=C1)NC(C1=CC(=C(C=C1)SC1=CC=C(C=C1)O)NC=1C2=C(N=CN1)N=CC=C2)=O)C (N-(4-Fluoro-3-methyl-phenyl)-4-(4-hydroxy-phenylsulfanyl)-3-(pyrido[2,3-d]pyrimidin-4-ylamino)-benzamide), solid. The yield is 82.0%. Reaction SMILES: [F:1][C:2]1[CH:7]=[CH:6][C:5]([NH:8][C:9](=[O:36])[C:10]2[CH:15]=[CH:14][C:13]([S:16][C:17]3[CH:22]=[CH:21][C:20]([O:23]C)=[CH:19][CH:18]=3)=[C:12]([NH:25][C:26]3[C:27]4[CH:35]=[CH:34][CH:33]=[N:32][C:28]=4[N:29]=[CH:30][N:31]=3)[CH:11]=2)=[CH:4][C:3]=1[CH3:37].C(C1C=CC2C(NC3C=C(C=CC=3SC3C=CC(OC)=CC=3)C(NC3C=CC(C)=CC=3)=O)=NC=NC=2N=1)(C)C>>[F:1][C:2]1[CH:7]=[CH:6][C:5]([NH:8][C:9](=[O:36])[C:10]2[CH:15]=[CH:14][C:13]([S:16][C:17]3[CH:18]=[CH:19][C:20]([OH:23])=[CH:21][CH:22]=3)=[C:12]([NH:25][C:26]3[C:27]4[CH:35]=[CH:34][CH:33]=[N:32][C:28]=4[N:29]=[CH:30][N:31]=3)[CH:11]=2)=[CH:4][C:3]=1[CH3:37]. Reported procedure: The product from Example 261A was reacted according to the procedure from Example 150 substituting the product from Example 261A for the product from Example 138 to provide a residue which was purified by trituration from methanol to provide the title compound as an off white solid (30.4 mg, 82%). 1H NMR (300 MHz, DMSO-D6) δ ppm: 10.22 (s, 1 H), 10.01 (s, 1 H), 9.20 (d, J=3.68 Hz, 1 H), 9.12 (d, J=8.82 Hz, 1 H), 8.92 (s, 1 H), 7.83-8.00 (m, 4 H), 7.64 (dd, J=7.17, 2.39 Hz, 1 H), 7.50-7.60 (m, 1 ...